This data is from the Open Reaction Database (ORD), a public repository of structured organic reaction records. The task is: describe an organic reaction: reactants, conditions, products, and yield Reactants: C([O-])([O-])=O.[K+].[K+] (potassium carbonate), CC(C#N)(O)C (acetone cyanohydrine), ClC=1C=C2/C(/C(N(C2=CC1)CC(=O)OC)=O)=C(/C(=O)OC)\C#N (methyl (2Z)-[5-chloro-1-(2-methoxy-2-oxoethyl)-2-oxo-1,2-dihydro-3H-indol-3-ylidene](cyano)acetate), intermediate 45. The solvent is O (water), O1CCCC1 (tetrahydrofuran). Reaction conditions: time 15 minute. Yields the product ClC=1C=C2C(C(N(C2=CC1)CC(=O)OC)=O)(C#N)C(C(=O)OC)C#N (Methyl [5-chloro-3-cyano-1-(2-methoxy-2-oxoethyl)-2-oxo-2,3-dihydro-1H-indol-3-yl](cyano)acetate). The yield is 89.0%. RXN SMILES: C(=O)([O-])[O-].[K+].[K+].CC(C)(O)[C:9]#[N:10].[Cl:13][C:14]1[CH:15]=[C:16]2[C:20](=[CH:21][CH:22]=1)[N:19]([CH2:23][C:24]([O:26][CH3:27])=[O:25])[C:18](=[O:28])/[C:17]/2=[C:29](/[C:34]#[N:35])\[C:30]([O:32][CH3:33])=[O:31]>O.O1CCCC1>[Cl:13][C:14]1[CH:15]=[C:16]2[C:20](=[CH:21][CH:22]=1)[N:19]([CH2:23][C:24]([O:26][CH3:27])=[O:25])[C:18](=[O:28])[C:17]2([CH:29]([C:34]#[N:35])[C:30]([O:32][CH3:33])=[O:31])[C:9]#[N:10] |f:0.1.2|. Procedure details: A solution of potassium carbonate (1.39 g, 10.03 mmol) in water (8.2 ml) was treated with acetone cyanohydrine (4.0 ml, 43.5 mmol) at ambient temperature and continuously stirred for 15 min. A fine suspension of methyl (2Z)-[5-chloro-1-(2-methoxy-2-oxoethyl)-2-oxo-1,2-dihydro-3H-indol-3-ylidene](cyano)acetate, intermediate 45, (11.19 g, 33.43 mmol) in tetrahydrofuran (500 ml) was added dropwise and the resulting suspension was heated to reflux for 3 hours. The solid was filtered off, the residue... Reactants: [OH-].[NH4+] (ammonium hydroxide), C(CC)N(C1CC2=C(C=CC=C2CC1)Br)CCC (2-Di-n-propylamino-8-bromo-1,2,3,4-tetrahydronaphthalene), BrC1=COC=C1 (3-bromofuran), BrC1=COC=C1 (3-bromofuran), [Mg] (magnesium). Reagents/catalysts: C=1C=CC(=CC1)[P](C=2C=CC=CC2)(C=3C=CC=CC3)[Ni]([P](C=4C=CC=CC4)(C=5C=CC=CC5)C=6C=CC=CC6)([P](C=7C=CC=CC7)(C=8C=CC=CC8)C=9C=CC=CC9)[P](C=1C=CC=CC1)(C=1C=CC=CC1)C=1C=CC=CC1 (Ni(PPh3)4), C=1C=CC(=CC1)[P](C=2C=CC=CC2)(C=3C=CC=CC3)[Ni]([P](C=4C=CC=CC4)(C=5C=CC=CC5)C=6C=CC=CC6)([P](C=7C=CC=CC7)(C=8C=CC=CC8)C=9C=CC=CC9)[P](C=1C=CC=CC1)(C=1C=CC=CC1)C=1C=CC=CC1 (Ni(PPh3)4), Cl[Ni]([P](C1=CC=CC=C1)(C2=CC=CC=C2)C3=CC=CC=C3)([P](C4=CC=CC=C4)(C5=CC=CC=C5)C6=CC=CC=C6)Cl (Ni(PPh3)2Cl2), BrC(C)Br (dibromoethane). Solvent: C1CCOC1 (THF), O (water), C1(=CC=CC=C1)C (toluene). Conditions: temperature 0 celsius, time 1 hour. Product: C(CC)N(C1CC2=C(C=CC=C2CC1)C1=COC=C1)CCC (2-Di-n-propylamino-8-(fur-3-yl)-1,2,3,4-tetrahydronaphthalene). The yield is 84.1%. Reaction SMILES: [CH2:1]([N:4]([CH2:16][CH2:17][CH3:18])[CH:5]1[CH2:14][CH2:13][C:12]2[C:7](=[C:8](Br)[CH:9]=[CH:10][CH:11]=2)[CH2:6]1)[CH2:2][CH3:3].[Mg].Br[C:21]1[CH:25]=[CH:24][O:23][CH:22]=1.[OH-].[NH4+]>C1COCC1.BrC(Br)C.C1(C)C=CC=CC=1.C1C=CC([P]([Ni]([P](C2C=CC=CC=2)(C2C=CC=CC=2)C2C=CC=CC=2)([P](C2C=CC=CC=2)(C2C=CC=CC=2)C2C=CC=CC=2)[P](C2C=CC=CC=2)(C2C=CC=CC=2)C2C=CC=CC=2)(C2C=CC=CC=2)C2C=CC=CC=2)=CC=1.Cl[Ni](Cl)([P](C1C=CC=CC=1)(C1C=CC=CC=1)C1C=CC=CC=1)[P](C1C=CC=CC=1)(C1C=CC=CC=1)C1C=CC=CC=1.O>[CH2:1]([N:4]([CH2:16][CH2:17][CH3:18])[CH:5]1[CH2:14][CH2:13][C:12]2[C:7](=[C:8]([C:21]3[CH:25]=[CH:24][O:23][CH:22]=3)[CH:9]=[CH:10][CH:11]=2)[CH2:6]1)[CH2:2][CH3:3] |f:3.4,^1:47,49,68,87,123,142|. Procedure details: 2-Di-n-propylamino-8-bromo-1,2,3,4-tetrahydronaphthalene (1.0 g; 3.2 mmol) was dissolved in 20 ml of THF, and 94 mg (3.9 mmol) of magnesium shavings were added. The mixture was refluxed, and a couple of drops of dibromoethane were added to initiate Grignard formation. The mixture was refluxed for one hour after which it was added to a solution of 0.58 ml (6.4 mmol) of 3-bromofuran and 36 mg (0.03 mmol) of Ni(PPh3)4 in 20 ml of toluene that had been cooled to 0° C. after stirring at room temperat... Starting materials: C[C@@H]([C@@H](C1=CC=CC=C1)O)N ((1R,2S)-(−)-norephedrine), C(C)(=O)O[BH-](OC(C)=O)OC(C)=O.[Na+] (sodium triacetoxyborohydride), COC(CC=1C=C(C(=CC1)OC)C1=C(C=C(C=C1)C(F)(F)F)C=O)=O ((2′-Formyl-6-methoxy-4′-trifluoromethyl-biphenyl-3-yl)-acetic acid methyl ester), C[C@@H]([C@@H](C1=CC=CC=C1)O)N ((1R,2S)-(−)-norephedrine), C(C)(=O)O[BH-](OC(C)=O)OC(C)=O.[Na+] (sodium triacetoxyborohydride). Reagents/catalysts: C(C)(=O)O (Acetic acid). The solvent is C(Cl)Cl (CH2Cl2), C(=O)(O)[O-].[Na+] (NaHCO3), ClC(C)Cl (dichloroethane). Conditions: time 40 minute. Yields the product COC(CC=1C=C(C(=CC1)OC)C1=C(C=C(C=C1)C(F)(F)F)CN[C@H]([C@@H](C1=CC=CC=C1)O)C)=O ({2′-[((1S,2R)-2-Hydroxy-1-methyl-2-phenyl-ethylamino)-methyl]-6-methoxy-4′-trifluoromethyl-biphenyl-3-yl}-acetic acid methyl ester). RXN SMILES: [CH3:1][O:2][C:3](=[O:25])[CH2:4][C:5]1[CH:6]=[C:7]([C:13]2[CH:18]=[CH:17][C:16]([C:19]([F:22])([F:21])[F:20])=[CH:15][C:14]=2[CH:23]=O)[C:8]([O:11][CH3:12])=[CH:9][CH:10]=1.[CH3:26][C@H:27]([NH2:36])[C@H:28]([OH:35])[C:29]1[CH:34]=[CH:33][CH:32]=[CH:31][CH:30]=1.C(O[BH-](OC(=O)C)OC(=O)C)(=O)C.[Na+]>ClC(Cl)C.C(O)(=O)C.C(Cl)Cl.C([O-])(O)=O.[Na+]>[CH3:1][O:2][C:3](=[O:25])[CH2:4][C:5]1[CH:6]=[C:7]([C:13]2[CH:18]=[CH:17][C:16]([C:19]([F:21])([F:22])[F:20])=[CH:15][C:14]=2[CH2:23][NH:36][C@@H:27]([CH3:26])[C@H:28]([OH:35])[C:29]2[CH:30]=[CH:31][CH:32]=[CH:33][CH:34]=2)[C:8]([O:11][CH3:12])=[CH:9][CH:10]=1 |f:2.3,7.8|. Reported procedure: (2′-Formyl-6-methoxy-4′-trifluoromethyl-biphenyl-3-yl)-acetic acid methyl ester (0.094 g, 0.27 mmol), (1R,2S)-(−)-norephedrine (0.054 g, 0.35 mmol), and sodium triacetoxyborohydride (0.113 g, 0.53 mmol) were combined in dichloroethane (1 mL). Acetic acid (1 drop) was added, and the reaction was stirred at room temperature for 40 minutes. Analytical tlc showed that only starting material was present, so the reaction was heated to 50° C. and stirred overnight. Analytical LCMS showed that some star... Starting materials: ferrous chloride tetrahydrate, ON1C(CC(CC1(C)C)=O)(C)C (1-oxyl-2,2,6,6-tetramethylpiperidin-4-one), C(C)#N (acetonitrile), S(=O)([O-])[O-].[Na+].[Na+] (sodium sulfite), peroxide, OO (hydrogen peroxide), peroxide, peroxide, ferrous chloride tetrahydrate. The reagents and catalysts are O.C(CC(O)(C(=O)O)CC(=O)O)(=O)O (citric acid monohydrate), O.C(CC(O)(C(=O)O)CC(=O)O)(=O)O (citric acid monohydrate). Run in O (water), C1CCCCC1 (cyclohexane), O (water). Product: C1(CCCCC1)ON1C(CC(CC1(C)C)=O)(C)C (1-Cyclohexyloxy-2,2,6,6-tetramethylpiperidin-4-one). The yield is 64.0%. Reaction SMILES: [OH:1][N:2]1[C:7]([CH3:9])([CH3:8])[CH2:6][C:5](=[O:10])[CH2:4][C:3]1([CH3:12])[CH3:11].[C:13](#N)[CH3:14].OO.S([O-])([O-])=O.[Na+].[Na+]>O.O.C(O)(=O)CC(CC(O)=O)(C(O)=O)O.C1CCCCC1>[CH:14]1([O:1][N:2]2[C:7]([CH3:8])([CH3:9])[CH2:6][C:5](=[O:10])[CH2:4][C:3]2([CH3:12])[CH3:11])[CH2:13][CH2:5][CH2:4][CH2:3][CH2:11]1 |f:3.4.5,7.8|. Reported procedure: A solution of 0.104 g (0.523 mmol) of ferrous chloride tetrahydrate and 0.168 g (0.799 mmol) of citric acid monohydrate in 1.5 ml of water is added to a mixture of 3.14 g (18.4 mmol) of 1-oxyl-2,2,6,6-tetramethylpiperidin-4-one, 30 ml of acetonitrile, and 20 ml of cyclohexane that has been heated to the reflux temperature of 60°. A solution of 5.27 g (77 mmol) of 50% aqueous hydrogen peroxide is added dropwise over 2 hours to the reaction mixture while the temperature is maintained at reflux. A ... Starting materials: CN1C2CCCCC12 (7-Methyl-7-azabicyclo[4.1.0]heptane), N1CCCC1 (pyrrolidine), [OH-].[Na+] (sodium hydroxide). The reagents and catalysts are [Cl-].[NH4+] (ammonium chloride). The solvent is O (water). Product: CN[C@H]1[C@@H](CCCC1)N1CCCC1 (trans-N-methyl-2-(1-pyrrolidinyl)cyclohexanamine). Isolated yield 52.2%. Reaction SMILES: [CH3:1][N:2]1[CH:8]2[CH:3]1[CH2:4][CH2:5][CH2:6][CH2:7]2.[NH:9]1[CH2:13][CH2:12][CH2:11][CH2:10]1.[OH-].[Na+]>[Cl-].[NH4+].O>[CH3:1][NH:2][C@@H:3]1[CH2:8][CH2:7][CH2:6][CH2:5][C@H:4]1[N:9]1[CH2:13][CH2:12][CH2:11][CH2:10]1 |f:2.3,4.5|. Procedure: 7-Methyl-7-azabicyclo[4.1.0]heptane (7.0 g, 0.063 mol) from the previous step, 17.92 g (0.25 mol) of pyrrolidine, 0.16 g of ammonium chloride, and 10 ml of water were stirred and heated under reflux for 21 hours. The solution was then cooled and solid sodium hydroxide was added and the mixture was extracted three times with 50-ml portions of ether. The combined extracts were dried over anhydrous magnesium sulfate and evaporated under reduced pressure to yield a residual brown oil. This residue w... Starting materials: Cc1cccc2c1CC(=O)N2, CC#N, O=C1CCC(=O)N1Cl, O=C(O)C(F)(F)F. Product: Cc1c(Cl)ccc2c1CC(=O)N2. As a reaction SMILES: [CH3:1][c:2]1[c:3]2[c:7]([cH:8][cH:9][cH:10]1)[NH:6][C:5](=[O:11])[CH2:4]2.[CH3:27][C:28]#[N:29].[Cl:12][N:13]1[C:14](=[O:15])[CH2:16][CH2:17][C:18]1=[O:19].[OH:20][C:21]([C:22]([F:23])([F:24])[F:25])=[O:26]>>[CH3:1][c:2]1[c:3]2[c:7]([cH:8][cH:9][c:10]1[Cl:12])[NH:6][C:5](=[O:11])[CH2:4]2. Reactants: N1=CC(=CC=C1)C1=CC=NC=2N1N=CC2C(=O)OCC (ethyl 7-(3-pyridyl)pyrazolo[1,5-a]pyrimidine-3-carboxylate), Cl (hydrochloric acid), [OH-].[Na+] (sodium hydroxide), N1=CC(=CC=C1)C1=CC=NC=2N1N=CC2C(=O)[O-].[Na+] (sodium 7-(3-pyridyl)pyrazolo[1,5-a]pyrimidine-3-carboxylate). Solvent: C(C)O (ethanol). Product: N1=CC(=CC=C1)C1=CC=NC=2N1N=CC2C(=O)O (7-(3-Pyridyl)pyrazolo[1,5-a]pyrimidine-3-carboxylic acid). As a reaction SMILES: [N:1]1[CH:6]=[CH:5][CH:4]=[C:3]([C:7]2[N:12]3[N:13]=[CH:14][C:15]([C:16]([O:18]CC)=[O:17])=[C:11]3[N:10]=[CH:9][CH:8]=2)[CH:2]=1.[OH-].[Na+].N1C=CC=C(C2N3N=CC(C([O-])=O)=C3N=CC=2)C=1.[Na+].Cl>C(O)C>[N:1]1[CH:6]=[CH:5][CH:4]=[C:3]([C:7]2[N:12]3[N:13]=[CH:14][C:15]([C:16]([OH:18])=[O:17])=[C:11]3[N:10]=[CH:9][CH:8]=2)[CH:2]=1 |f:1.2,3.4|. Procedure: A mixture of 6.0 g. of ethyl 7-(3-pyridyl)pyrazolo[1,5-a]pyrimidine-3-carboxylate, 125 ml. of ethanol and 50 ml. of 1 N sodium hydroxide is heated on a steam bath for 4 hours. The mixture is chilled and filtered to give 5.85 g. of sodium 7-(3-pyridyl)pyrazolo[1,5-a]pyrimidine-3-carboxylate, m.p. 360°-363° C. dec. The preceding compound is stirred with 1 N hydrochloric acid and the mixture is filtered to give 5.0 g. of the product of the example, m.p. 286°-287° C. dec. (gas evolution).